From a dataset of the Open Reaction Database (ORD), a public repository of structured organic reaction records. describe an organic reaction: reactants, conditions, products, and yield The reactants are [N-]=C=O (isocyanate), ClCCOC=1C=C2C(N(C=NC2=CC1)C=1C=C(C(=O)O)C=CC1C)=O (3-[6-(2-chloroethoxy)-4-oxoquinazolin-3(4H)-yl]-4-methylbenzoic acid), N1CCCCC1 (piperidine), C(C)(C)N(C(C)C)CC (N,N-diisopropylethylamine). The solvent is C(Cl)Cl (methylene chloride), CC(=O)N(C)C (DMA). Reaction conditions: time 16 hour. The product is CC1=C(C=C(C(=O)O)C=C1)N1C=NC2=CC=C(C=C2C1=O)OCCN1CCCCC1 (4-methyl-3-[4-oxo-6-(2-piperidin-1-ylethoxy)quinazolin-3(4H)-yl]benzoic acid). Reaction SMILES: Cl[CH2:2][CH2:3][O:4][C:5]1[CH:6]=[C:7]2[C:12](=[CH:13][CH:14]=1)[N:11]=[CH:10][N:9]([C:15]1[CH:16]=[C:17]([CH:21]=[CH:22][C:23]=1[CH3:24])[C:18]([OH:20])=[O:19])[C:8]2=[O:25].[NH:26]1[CH2:31][CH2:30][CH2:29][CH2:28][CH2:27]1.C(N(CC)C(C)C)(C)C.[N-]=C=O>CC(N(C)C)=O.C(Cl)Cl>[CH3:24][C:23]1[CH:22]=[CH:21][C:17]([C:18]([OH:20])=[O:19])=[CH:16][C:15]=1[N:9]1[C:8](=[O:25])[C:7]2[C:12](=[CH:13][CH:14]=[C:5]([O:4][CH2:3][CH2:2][N:26]3[CH2:31][CH2:30][CH2:29][CH2:28][CH2:27]3)[CH:6]=2)[N:11]=[CH:10]1. Reported procedure: To a stirred solution of 3-[6-(2-chloroethoxy)-4-oxoquinazolin-3(4H)-yl]-4-methylbenzoic acid (0.27 g), piperidine (0.3 ml), N,N-diisopropylethylamine (0.53 ml) and KI (0.25 g) in DMA (2 ml) was heated to 120° C. for 30 minutes in a microwave (Personal Chemistry Emrys Optimizer with 300 W magnetron). The reaction mixture was diluted with methylene chloride (20 ml), CombiZorb isocyanate resin (loading 1.03 mmol/g from Agilent) (5.75 g) added and stirred at room temperature for 16 hours. The resin... The reactants are [N+](=O)([O-])C1=CC=C(C=C1)C(CO)CC (2-(4-nitrophenyl)butanol), [H-].[Na+] (sodium hydride), oil, CI (methyl iodide), P(=O)(O)([O-])[O-].[K+].[K+].P(=O)(O)(O)[O-].[K+] (potassium hydrogen phosphate potassium dihydrogen phosphate). Solvent: CN(C=O)C (dimethylformamide), CN(C=O)C (dimethylformamide). Conditions: time 20 hour. The product is COCC(CC)C1=CC=C(C=C1)[N+](=O)[O-] (4-[1-(methoxymethyl)-propyl]nitrobenzene). Reaction SMILES: [H-].[Na+].[CH3:3]I.[N+:5]([C:8]1[CH:13]=[CH:12][C:11]([CH:14]([CH2:17][CH3:18])[CH2:15][OH:16])=[CH:10][CH:9]=1)([O-:7])=[O:6].P([O-])([O-])(O)=O.[K+].[K+].P([O-])(O)(O)=O.[K+]>CN(C)C=O>[CH3:3][O:16][CH2:15][CH:14]([C:11]1[CH:10]=[CH:9][C:8]([N+:5]([O-:7])=[O:6])=[CH:13][CH:12]=1)[CH2:17][CH3:18] |f:0.1,4.5.6.7.8|. Reported procedure: To a mixture of 2.2 g of sodium hydride (as a 50% oil dispersion) and 15.5 g of methyl iodide in 300 ml of dried dimethylformamide, there was added dropwise a solution of 7.1 g of 2-(4-nitrophenyl)butanol in 100 ml of dimethylformamide. The resulting mixture was stirred at room temperature for 20 hours and then poured into an aqueous solution containing 0.2 M potassium hydrogen phosphate/potassium dihydrogen phosphate buffer solution (pH 7). The resulting mixture was extracted several times with... Reactants: NC1=C(C=C(C=C1)CCNC(C(F)(F)F)=O)OC (N-[2-(4-amino-3-methoxyphenyl)ethyl]trifluoroacetamide), C(C)OC(C(=O)C(=O)OCC)=O (mesoxalic acid diethyl ester). Solvent: C(C)(=O)O (acetic acid). The product is C(C)OC(=O)C1(C(NC2=C(C=C(C=C12)CCNC(C(F)(F)F)=O)OC)=O)O (2,3-dihydro-3-hydroxy-7-methoxy-2-oxo-5-(trifluoroacetamidoethyl)-3-indolecarboxylic acid ethyl ester). As a reaction SMILES: [NH2:1][C:2]1[CH:7]=[CH:6][C:5]([CH2:8][CH2:9][NH:10][C:11](=[O:16])[C:12]([F:15])([F:14])[F:13])=[CH:4][C:3]=1[O:17][CH3:18].[CH2:19]([O:21][C:22](=[O:30])[C:23]([C:25](OCC)=[O:26])=[O:24])[CH3:20]>C(O)(=O)C>[CH2:19]([O:21][C:22]([C:23]1([OH:24])[C:7]2[C:2](=[C:3]([O:17][CH3:18])[CH:4]=[C:5]([CH2:8][CH2:9][NH:10][C:11](=[O:16])[C:12]([F:14])([F:15])[F:13])[CH:6]=2)[NH:1][C:25]1=[O:26])=[O:30])[CH3:20]. Procedure: 2.5 g of N-[2-(4-amino-3-methoxyphenyl)ethyl]trifluoroacetamide and 1.9 ml of mesoxalic acid diethyl ester are dissolved in 25 ml of acetic acid and refluxed for 4 hours. The mixture is concentrated, the residue dissolved in ethyl acetate and extracted twice by shaking with saturated sodium bicarbonate solution. The mixture is concentrated and chromatographed on silica gel with cyclohexane/ethyl acetate 1:1, thus obtaining 2.5 g of 2,3-dihydro-3-hydroxy-7-methoxy-2-oxo-5-(trifluoroacetamidoethyl... Starting materials: C1CCC2=NCCCN2CC1, CO, CCOC(C)=O, CC#N, O=C(c1ccc(Cl)cc1)N1CCN(C2CNCC2O)CC1, COc1ccc2ncnc(Cl)c2c1, COc1ccc2nc(C)nc(Cl)c2c1. Product: COc1ccc2ncnc(N3CC(O)C(N4CCN(C(=O)c5ccc(Cl)cc5)CC4)C3)c2c1. As a reaction SMILES: [CH2:22]1[CH2:23][CH2:24][C:25]2=[N:30][CH2:29][CH2:28][CH2:27][N:26]2[CH2:31][CH2:32]1.[CH3:60][OH:61].[CH3:62][CH2:63][O:64][C:65]([CH3:66])=[O:67].[CH3:68][C:69]#[N:70].[Cl:1][c:2]1[cH:3][cH:4][c:5]([C:8](=[O:9])[N:10]2[CH2:11][CH2:12][N:13]([CH:16]3[CH2:17][NH:18][CH2:19][CH:20]3[OH:21])[CH2:14][CH2:15]2)[cH:6][cH:7]1.[Cl:33][c:34]1[n:35][cH:36][n:37][c:38]2[cH:39][cH:40][c:41]([O:44][CH3:45])[cH:42][c:43]12.[Cl:46][c:47]1[c:48]2[c:49]([cH:50][cH:51][c:52]([O:53][CH3:54])[cH:55]2)[n:56][c:57]([CH3:58])[n:59]1>>[Cl:1][c:2]1[cH:3][cH:4][c:5]([C:8](=[O:9])[N:10]2[CH2:11][CH2:12][N:13]([CH:16]3[CH2:17][N:18]([c:34]4[n:35][cH:36][n:37][c:38]5[cH:39][cH:40][c:41]([O:44][CH3:45])[cH:42][c:43]45)[CH2:19][CH:20]3[OH:21])[CH2:14][CH2:15]2)[cH:6][cH:7]1. Reactants: NC1=C(C(=C(C=C1N)Cl)Cl)C (2,3-diamino-5,6-dichlorotoluene), C(C(=O)O)(=O)O (oxalic acid). Solvent: Cl (hydrochloric acid). The product is ClC=1C(=C2NC(C(NC2=CC1Cl)=O)=O)C (1,4-dihydro-6,7-dichloro-5-methyl-quinoxaline-2,3-dione). The yield is 65.7%. As a reaction SMILES: [NH2:1][C:2]1[C:7]([NH2:8])=[CH:6][C:5]([Cl:9])=[C:4]([Cl:10])[C:3]=1[CH3:11].[C:12](O)(=[O:16])[C:13](O)=[O:14]>Cl>[Cl:10][C:4]1[C:3]([CH3:11])=[C:2]2[C:7](=[CH:6][C:5]=1[Cl:9])[NH:8][C:13](=[O:14])[C:12](=[O:16])[NH:1]2. Procedure: A mixture of 2,3-diamino-5,6-dichlorotoluene (21.6 g, 0.137 mol) and oxalic acid (18.45 g, 0.206 mol) in hydrochloric acid (4M, 900 mL) was heated at reflux for 6 hours, cooled and filtered. The dark brown solid was suspended in diethyl ether, filtered and washed with more ether to give 1,4-dihydro-6,7-dichloro-5-methyl-quinoxaline-2,3-dione (22.06 g, 66%). 1H NMR (300 MHz, DMSO) 2.40 (3H, s), 7.14 (1H, s), 11.37 (1H, s), 11.94 (1H, s).